describe an organic reaction: reactants, conditions, products, and yield From a dataset of the Open Reaction Database (ORD), a public repository of structured organic reaction records. Reactants: BrC=1C=NC(=C(C=O)C1)Cl (5-bromo-2-chloronicotinaldehyde), COC(OC)OC (trimethylorthoformate), O.C1(=CC=C(C=C1)S(=O)(=O)O)C (p-toluenesulfonic acid monohydrate). The solvent is CO (MeOH), C(Cl)Cl (CH2Cl2). Product: BrC=1C=C(C(=NC1)Cl)C(OC)OC (5-Bromo-2-chloro-3-dimethoxymethyl-pyridine). As a reaction SMILES: [Br:1][C:2]1[CH:3]=[N:4][C:5]([Cl:10])=[C:6]([CH:9]=1)C=O.[CH3:11][O:12][CH:13](OC)[O:14][CH3:15].O.C1(C)C=CC(S(O)(=O)=O)=CC=1>CO.C(Cl)Cl>[Br:1][C:2]1[CH:9]=[C:6]([CH:13]([O:14][CH3:15])[O:12][CH3:11])[C:5]([Cl:10])=[N:4][CH:3]=1 |f:2.3|. Procedure details: A mixture of 5-bromo-2-chloronicotinaldehyde (981 mg, 2.43 mmol), trimethylorthoformate (1.46 mL, 13.4 mmol) and p-toluenesulfonic acid monohydrate (42.3 mg, 0.222 mmol) in MeOH (18 mL) was refluxed for 16 hours. The mixture was diluted in CH2Cl2 and washed with 10% aqueous potassium carbonate and brine, dried over sodium sulfate, filtered and concentrated. The crude product was used in the next step without further purification. Starting materials: [BH4-].[Na+] (Sodium borohydride), BrC1=C(C=O)C=C(C(=C1)OC)OCOCC[Si](C)(C)C (2-bromo-4-methoxy-5-(2-trimethylsilanyl-ethoxymethoxy)-benzaldehyde). Solvent: CO (MeOH), O (H2O). Reaction conditions: time 30 minute. Product: BrC1=C(C=C(C(=C1)OC)OCOCC[Si](C)(C)C)CO ((2-bromo-4-methoxy-5-(2-trimethylsilanyl-ethoxymethoxy)-phenyl]-methanol). Isolated yield 100.2%. Reaction SMILES: [BH4-].[Na+].[Br:3][C:4]1[CH:11]=[C:10]([O:12][CH3:13])[C:9]([O:14][CH2:15][O:16][CH2:17][CH2:18][Si:19]([CH3:22])([CH3:21])[CH3:20])=[CH:8][C:5]=1[CH:6]=[O:7]>CO.O>[Br:3][C:4]1[CH:11]=[C:10]([O:12][CH3:13])[C:9]([O:14][CH2:15][O:16][CH2:17][CH2:18][Si:19]([CH3:21])([CH3:20])[CH3:22])=[CH:8][C:5]=1[CH2:6][OH:7] |f:0.1|. Reported procedure: Sodium borohydride (275 mg, 7.2 mmol) was added in portions over 10 min to a solution of 2-bromo-4-methoxy-5-(2-trimethylsilanyl-ethoxymethoxy)-benzaldehyde (1.3 g, 3.6 mmol) in MeOH (20 mL) at 0° C. After 30 min, the reaction was diluted with H2O (40 mL) and extracted with EtOAc (2×30 mL). Organics were washed with brine (30 mL), dried (Na2SO4) and concentrated in vacuo to give 1.31 g of (2-bromo-4-methoxy-5-(2-trimethylsilanyl-ethoxymethoxy)-phenyl]-methanol as a clear oil. 1H NMR (300 MHz, CD...